The task is: describe an organic reaction: reactants, conditions, products, and yield. This data is from the Open Reaction Database (ORD), a public repository of structured organic reaction records. Starting materials: BrC1=CC=C(C(C(=O)OC)=C1)O (Methyl 5-bromosalicylate), O (water), FC(OC1=CC=C(C=C1)B(O)O)(F)F (4-(trifluoromethoxy)phenylboronic acid), C([O-])([O-])=O.[K+].[K+] (potassium carbonate). The reagents and catalysts are C1=CC=C(C=C1)P([C-]2C=CC=C2)C3=CC=CC=C3.C1=CC=C(C=C1)P([C-]2C=CC=C2)C3=CC=CC=C3.Cl[Pd]Cl.[Fe+2] ([1,1′-Bis(diphenylphosphino)ferrocene]dichloropalladium(II)). The solvent is CN(C)C=O (DMF), C(C)(=O)OCC (ethyl acetate). Run at temperature 50 celsius, time 60 minute. Product: OC1=C(C=C(C=C1)C1=CC=C(C=C1)OC(F)(F)F)C(=O)OC (methyl 4-hydroxy-4′-(trifluoromethoxy)-[1,1′-biphenyl]-3-carboxylate). Isolated yield 84.7%. Reaction SMILES: Br[C:2]1[CH:11]=[C:6]([C:7]([O:9][CH3:10])=[O:8])[C:5]([OH:12])=[CH:4][CH:3]=1.[F:13][C:14]([F:26])([F:25])[O:15][C:16]1[CH:21]=[CH:20][C:19](B(O)O)=[CH:18][CH:17]=1.C(=O)([O-])[O-].[K+].[K+].O>CN(C=O)C.C(OCC)(=O)C.C1C=CC(P(C2C=CC=CC=2)[C-]2C=CC=C2)=CC=1.C1C=CC(P(C2C=CC=CC=2)[C-]2C=CC=C2)=CC=1.Cl[Pd]Cl.[Fe+2]>[OH:12][C:5]1[CH:4]=[CH:3][C:2]([C:19]2[CH:18]=[CH:17][C:16]([O:15][C:14]([F:13])([F:25])[F:26])=[CH:21][CH:20]=2)=[CH:11][C:6]=1[C:7]([O:9][CH3:10])=[O:8] |f:2.3.4,8.9.10.11|. Reported procedure: Methyl 5-bromosalicylate (5 g, 21.6 mmol), 4-(trifluoromethoxy)phenylboronic acid (4.43 g, 21.6 mmol), potassium carbonate (10 g) and [1,1′-Bis(diphenylphosphino)ferrocene]dichloropalladium(II) (800 mg, 1.09 mmol) were combined in 10 mL DMF. 5 mL water was added and the mixture was stirred at 50° C. for 60 minutes. The reaction mixture was diluted with 300 mL ethyl acetate, washed with water and brine and evaporated under vacuum. Flash chromatographic purification on 120 g silica gel with 0-100%... Reactants: N1(CCOCC1)C=1SC(C(N1)=O)=CC1=CC=C(C=C1)N1CCC(CC1)=O (1-[4-(2-morpholin-4-yl-4-oxo-4H-thiazol-5-ylidenemethyl)-phenyl]-piperidin-4-one), N1(CCOCC1)C=1SC(C(N1)=O)=CC1=CC=C(C=C1)N1CCC(CC1)=O (1-[4-(2-morpholin-4-yl-4-oxo-4H-thiazol-5-ylidenemethyl)-phenyl]-piperidin-4-one), NC[C@H](O)C1=CC(=CC=C1)Cl ((1R)-2-amino-1-(3-chloro-phenyl)-ethanol), NC[C@H](O)C1=CC(=CC=C1)Cl ((1R)-2-amino-1-(3-chloro-phenyl)-ethanol). The product is ClC=1C=C(C=CC1)[C@H](CNC1CCN(CC1)C1=CC=C(C=C2C(N=C(S2)N2CCOCC2)=O)C=C1)O (5-(4-{4-[(2R)-2-(3-Chloro-phenyl)-2-hydroxy-ethylamino]-piperidin-1-yl}-benzylidene)-2-morpholin-4-yl-thiazol-4-one). As a reaction SMILES: [N:1]1([C:7]2[S:8][C:9](=[CH:13][C:14]3[CH:19]=[CH:18][C:17]([N:20]4[CH2:25][CH2:24][C:23](=O)[CH2:22][CH2:21]4)=[CH:16][CH:15]=3)[C:10](=[O:12])[N:11]=2)[CH2:6][CH2:5][O:4][CH2:3][CH2:2]1.[NH2:27][CH2:28][C@@H:29]([C:31]1[CH:36]=[CH:35][CH:34]=[C:33]([Cl:37])[CH:32]=1)[OH:30]>>[Cl:37][C:33]1[CH:32]=[C:31]([C@@H:29]([OH:30])[CH2:28][NH:27][CH:23]2[CH2:22][CH2:21][N:20]([C:17]3[CH:16]=[CH:15][C:14]([CH:13]=[C:9]4[S:8][C:7]([N:1]5[CH2:2][CH2:3][O:4][CH2:5][CH2:6]5)=[N:11][C:10]4=[O:12])=[CH:19][CH:18]=3)[CH2:25][CH2:24]2)[CH:36]=[CH:35][CH:34]=1. Procedure details: The title compound was prepared from 1-[4-(2-morpholin-4-yl-4-oxo-4H-thiazol-5-ylidenemethyl)-phenyl]-piperidin-4-one(which was obtained in Intermediate 28) and (1R)-2-amino-1-(3-chloro-phenyl)-ethanol(which was obtained in Intermediate 1) according to the procedure of Example 1 as a yellowish solid; mp >70° C. (dec.); 1H NMR (300 MHz, DMSO-d6) δ 1.20-1.40 (m, 2 H), 1.70-1.95 (m, 2 H), 2.60-2.90 (m, 7H), 3.50-4.00(m, 8H), 4.55-4.65(m, 1 H), 5.46 (brs, 1 H), 7.02 (d, J=9.0 Hz, 2 H), 7.25-7.45 (m,...